This data is from the Open Reaction Database (ORD), a public repository of structured organic reaction records. The task is: describe an organic reaction: reactants, conditions, products, and yield Starting materials: FC(OC1=CC2=C(NC(CCC2)=S)C=C1)(F)F (7-(trifluoromethoxy)-4,5-dihydro-1H-benzo[b]azepine-2(3H)-thione), [OH-].[K+] (KOH), CC(=O)C (acetone). Run at time 1 hour. The product is CSC=1CCCC2=C(N1)C=CC(=C2)OC(F)(F)F (2-(Methylthio)-7-(trifluoromethoxy)-4,5-dihydro-3H-benzo[b]azepine). Reaction SMILES: [F:1][C:2]([F:17])([F:16])[O:3][C:4]1[CH:15]=[CH:14][C:7]2[NH:8][C:9](=[S:13])[CH2:10][CH2:11][CH2:12][C:6]=2[CH:5]=1.[OH-].[K+].[CH3:20]C(C)=O>>[CH3:20][S:13][C:9]1[CH2:10][CH2:11][CH2:12][C:6]2[CH:5]=[C:4]([O:3][C:2]([F:1])([F:16])[F:17])[CH:15]=[CH:14][C:7]=2[N:8]=1 |f:1.2|. Reported procedure: To a solution of 7-(trifluoromethoxy)-4,5-dihydro-1H-benzo[b]azepine-2(3H)-thione (22 g, 84.3 mmol) in acetone (1500 ml) was added KOH (7.1 g, 127 mmol) and Mel (18.1 g, 127 mmol) and the mixture was stirred at RT for 1 h. The resulting mixture was concentrated under reduced pressure and the crude product was dissolved in DCM (1000 mL). The mixture was washed with water, brine, dried over Na2SO4, filtered and concentrated under reduced pressure to give a yellow oil. The oil was purified by flash... Reactants: CS(=O)(=O)Cl (methanesulfonyl chloride), ClC1=CC=C(CNC(=O)C2=CN(C3=C(C=C(C=C3C2=O)CO)I)C)C=C1 (N-(4-chlorobenzyl)-6-(hydroxymethyl)-8-iodo-1-methyl-4-oxo-1,4-dihydro-3-quinolinecarboxamide), N1=C(C=C(C=C1C)C)C (collidine). The reagents and catalysts are CN(C)C=1C=CN=CC1 (DMAP). The solvent is CN(C)C=O (DMF). Conditions: temperature 65 celsius. Yields the product ClC1=CC=C(CNC(=O)C2=CN(C3=C(C=C(C=C3C2=O)CCl)I)C)C=C1 (N-(4-chlorobenzyl)-6-(chloromethyl)-8-iodo-1-methyl-4-oxo-1,4-dihydro-3-quinolinecarboxamide). Isolated yield 93.0%. As a reaction SMILES: [Cl:1][C:2]1[CH:26]=[CH:25][C:5]([CH2:6][NH:7][C:8]([C:10]2[C:19](=[O:20])[C:18]3[C:13](=[C:14]([I:23])[CH:15]=[C:16]([CH2:21]O)[CH:17]=3)[N:12]([CH3:24])[CH:11]=2)=[O:9])=[CH:4][CH:3]=1.N1C(C)=CC(C)=CC=1C.CS([Cl:40])(=O)=O>CN(C1C=CN=CC=1)C.CN(C=O)C>[Cl:1][C:2]1[CH:3]=[CH:4][C:5]([CH2:6][NH:7][C:8]([C:10]2[C:19](=[O:20])[C:18]3[C:13](=[C:14]([I:23])[CH:15]=[C:16]([CH2:21][Cl:40])[CH:17]=3)[N:12]([CH3:24])[CH:11]=2)=[O:9])=[CH:25][CH:26]=1. Procedure details: A solution of N-(4-chlorobenzyl)-6-(hydroxymethyl)-8-iodo-1-methyl-4-oxo-1,4-dihydro-3-quinolinecarboxamide (4.89 g), DMAP (209 mg) and collidine (1.59 mL) in 173 mL anhydrous DMF is heated to 65° C. to solubilize the starting material. To this solution is added methanesulfonyl chloride (2.77 mL) at room temperature. The reaction is heated at 65° C. for 2 h, then allowed to cool to room temperature. The reaction is poured into H20 (300 mL) to precipitate the product. The solid is filtered and re... Starting materials: O=C([O-])[O-], Cc1cc(N)c([N+](=O)[O-])cc1N, O=C(Cl)OCCCl, [K+], [K+], C1COCCO1, O. Yields the product Cc1cc(N)c([N+](=O)[O-])cc1NC(=O)OCCCl. As a reaction SMILES: [C:13](=[O:14])([O-:15])[O-:16].[CH3:1][c:2]1[c:3]([NH2:4])[cH:5][c:6]([N+:10](=[O:11])[O-:12])[c:7]([NH2:9])[cH:8]1.[Cl:25][C:26](=[O:27])[O:28][CH2:29][CH2:30][Cl:31].[K+:17].[K+:18].[O:19]1[CH2:20][CH2:21][O:22][CH2:23][CH2:24]1.[OH2:32]>>[CH3:1][c:2]1[c:3]([NH:4][C:26](=[O:27])[O:28][CH2:29][CH2:30][Cl:31])[cH:5][c:6]([N+:10](=[O:11])[O-:12])[c:7]([NH2:9])[cH:8]1. Starting materials: O=C([O-])[O-], CC1CNCC(C)O1, CC[Si](CC)(CC)c1ccc(CC(C)CCl)cc1, [Na+], [Na+]. Product: CC[Si](CC)(CC)c1ccc(CC(C)CN2CC(C)OC(C)C2)cc1. Reaction SMILES: [C:27](=[O:28])([O-:29])[O-:30].[CH3:19][CH:20]1[O:21][CH:22]([CH3:26])[CH2:23][NH:24][CH2:25]1.[CH3:1][CH:2]([CH2:3][Cl:4])[CH2:5][c:6]1[cH:7][cH:8][c:9]([Si:12]([CH2:13][CH3:14])([CH2:15][CH3:16])[CH2:17][CH3:18])[cH:10][cH:11]1.[Na+:31].[Na+:32]>>[CH3:1][CH:2]([CH2:3][N:24]1[CH2:23][CH:22]([CH3:26])[O:21][CH:20]([CH3:19])[CH2:25]1)[CH2:5][c:6]1[cH:7][cH:8][c:9]([Si:12]([CH2:13][CH3:14])([CH2:15][CH3:16])[CH2:17][CH3:18])[cH:10][cH:11]1. Reactants: [BH4-], CCCC(=O)c1cnc2nc(C)c(OCC)cc2c1Nc1ccc(OC)cc1, CC(=O)O, CCO, Cl, [Na+]. Product: CCCC(O)c1cnc2nc(C)c(OCC)cc2c1Nc1ccc(OC)cc1. Reaction SMILES: [BH4-:29].[C:1]([CH2:2][CH2:3][CH3:4])(=[O:5])[c:6]1[cH:7][n:8][c:9]2[n:10][c:11]([CH3:28])[c:12]([O:25][CH2:26][CH3:27])[cH:13][c:14]2[c:15]1[NH:16][c:17]1[cH:18][cH:19][c:20]([O:23][CH3:24])[cH:21][cH:22]1.[CH3:31][C:32](=[O:33])[OH:34].[CH3:35][CH2:36][OH:37].[ClH:38].[Na+:30]>>[CH:1]([CH2:2][CH2:3][CH3:4])([OH:5])[c:6]1[cH:7][n:8][c:9]2[n:10][c:11]([CH3:28])[c:12]([O:25][CH2:26][CH3:27])[cH:13][c:14]2[c:15]1[NH:16][c:17]1[cH:18][cH:19][c:20]([O:23][CH3:24])[cH:21][cH:22]1. The reactants are ClC1=CC(=C(C=O)C=C1)C (4-chloro-2-methylbenzaldehyde), CC1(OC(=O)CC(=O)O1)C (Meldrum's acid), N1C(C(=O)O)CCC1 (D,L-proline), C(C)SCC=1C=CC=C2C=CNC12 (7-[(Ethylsulfanyl)methyl]-1H-indole). Reagents/catalysts: [Cu] (copper), [Cu] (copper). The solvent is C(C)#N (acetonitrile), C(C)O (ethanol), N1=CC=CC=C1 (pyridine), C(C)O (ethanol), N1=CC=CC=C1 (pyridine). Reaction conditions: time 8 hour. Product: ClC1=CC(=C(C=C1)C(CC(=O)OCC)C1=CNC2=C(C=CC=C12)CSCC)C (Ethyl 3-(4-chloro-2-methylphenyl)-3-{7-[(ethylsulfanyl)methyl]-1H-indol-3-yl}propanoate). Isolated yield 28.5%. Reaction SMILES: [Cl:1][C:2]1[CH:9]=[CH:8][C:5]([CH:6]=O)=[C:4]([CH3:10])[CH:3]=1.C[C:12]1([CH3:20])[O:19][C:17](=[O:18])[CH2:16]C(=O)O1.N1CCCC1C(O)=O.[CH2:29]([S:31][CH2:32][C:33]1[CH:34]=[CH:35][CH:36]=[C:37]2[C:41]=1[NH:40][CH:39]=[CH:38]2)[CH3:30]>C(#N)C.[Cu].C(O)C.N1C=CC=CC=1>[Cl:1][C:2]1[CH:9]=[CH:8][C:5]([CH:6]([C:38]2[C:37]3[C:41](=[C:33]([CH2:32][S:31][CH2:29][CH3:30])[CH:34]=[CH:35][CH:36]=3)[NH:40][CH:39]=2)[CH2:16][C:17]([O:19][CH2:12][CH3:20])=[O:18])=[C:4]([CH3:10])[CH:3]=1. Procedure details: 849 mg (5.49 mmol) of 4-chloro-2-methylbenzaldehyde, 791 mg (5.49 mmol) of Meldrum's acid and 30.1 mg (0.26 mmol) of D,L-proline were added to a solution of 1.00 g (5.23 mmol) of the compound from Example 10A in 44 ml of acetonitrile. The reaction mixture was stirred at RT overnight. It was concentrated, the residue was taken up in diethyl ether, and a precipitate was separated off and discarded. Concentration resulted in 2.70 g of a crude product, of which 2.40 g were introduced into 9.5 ml of ... Starting materials: [N+](=O)([O-])C1=CC=C(C(=O)Cl)C=C1 (p-nitrobenzoyl chloride), C(C)(C)(C)NC=1NC(C=2N=CN([C@]3(C[C@H](O)[C@@H](CO)O3)C(COC3=CC=CC=C3)=O)C2N1)=O (2-N-t-butylphenoxyacetyldeoxyguanosine). Solvent: N1=CC=CC=C1 (pyridine). Product: [N+](=O)([O-])C1=CC=C(C(=O)OC[C@@H]2[C@H](C[C@@](O2)(N2C=NC=3C(=O)NC(NC(C)(C)C)=NC23)C(COC2=CC=CC=C2)=O)O)C=C1 (5′-O-p-Nitrobenzoyl-2-N-t-Butylphenoxyacetyldeoxyguanosine). RXN SMILES: [N+:1]([C:4]1[CH:12]=[CH:11][C:7]([C:8](Cl)=[O:9])=[CH:6][CH:5]=1)([O-:3])=[O:2].[C:13]([NH:17][C:18]1[NH:19][C:20](=[O:45])[C:21]2[N:22]=[CH:23][N:24]([C:43]=2[N:44]=1)[C@:25]1([C:33](=[O:42])[CH2:34][O:35][C:36]2[CH:41]=[CH:40][CH:39]=[CH:38][CH:37]=2)[O:32][C@H:29]([CH2:30][OH:31])[C@@H:27]([OH:28])[CH2:26]1)([CH3:16])([CH3:15])[CH3:14]>N1C=CC=CC=1>[N+:1]([C:4]1[CH:12]=[CH:11][C:7]([C:8]([O:31][CH2:30][C@H:29]2[O:32][C@@:25]([C:33](=[O:42])[CH2:34][O:35][C:36]3[CH:37]=[CH:38][CH:39]=[CH:40][CH:41]=3)([N:24]3[C:43]4[N:44]=[C:18]([NH:17][C:13]([CH3:14])([CH3:16])[CH3:15])[NH:19][C:20](=[O:45])[C:21]=4[N:22]=[CH:23]3)[CH2:26][C@@H:27]2[OH:28])=[O:9])=[CH:6][CH:5]=1)([O-:3])=[O:2]. Procedure details: The synthesis of this product is carried out by reacting 1.1 eq of p-nitrobenzoyl chloride with 2-N-t-butylphenoxyacetyldeoxyguanosine for 16 hours in pyridine. After extraction with a dichloromethane/methanol mixture and evaporation to dryness, the product is taken up in chloroform/hexane (8/2) and purified on a silica column (elution 3% methanol). The product obtained is very soluble in organic solvents. Reactants: CC1(NC(C(N1)=O)(C)C)C (2,2,5,5-Tetramethylimidazolidin-4-one), [H-].[Na+] (sodium hydride), COCCOCCOCCOC1=C(C=CC(=C1)S(=O)(=O)[O-])C ([2-[2-(2-methoxyethoxy)ethoxy]ethoxy]p-toluenesulfonate). Run in CN(C=O)C (N,N-dimethylformamide). Run at time 30 minute. Product: COCCOCCOCCN1C(NC(C1=O)(C)C)(C)C (3-(2-(2-(2-Methoxyethoxy)ethoxy)ethyl)-2,2,5,5-tetramethylimidazolidin-4-one). Isolated yield 42.7%. Reaction SMILES: [CH3:1][C:2]1([CH3:10])[NH:6][C:5](=[O:7])[C:4]([CH3:9])([CH3:8])[NH:3]1.[H-].[Na+].[CH3:13][O:14][CH2:15][CH2:16][O:17][CH2:18][CH2:19][O:20][CH2:21][CH2:22]OC1C=C(S([O-])(=O)=O)C=CC=1C>CN(C)C=O>[CH3:13][O:14][CH2:15][CH2:16][O:17][CH2:18][CH2:19][O:20][CH2:21][CH2:22][N:6]1[C:5](=[O:7])[C:4]([CH3:9])([CH3:8])[NH:3][C:2]1([CH3:10])[CH3:1] |f:1.2|. Procedure: 2,2,5,5-Tetramethylimidazolidin-4-one (20.00 g, 140.6 mmol), prepared as described in U.S. Pat. No. 5,126,057 (Worely et al., Jun. 30, 1992), was dissolved in N,N-dimethylformamide (300 ml). To the stirring room temperature solution was added sodium hydride (60%, 5.06 g, 126.5 mmol), in 8 portions over 30 minutes. After an additional one hour of stirring at room temperature, [2-[2-(2-methoxyethoxy)ethoxy]ethoxy]p-toluenesulfonate (40.15 g, 126.1 mmol) was slowly added to the basic solution over ...